From a dataset of the Open Reaction Database (ORD), a public repository of structured organic reaction records. describe an organic reaction: reactants, conditions, products, and yield The reactants are CC(=O)O[BH-](OC(C)=O)OC(C)=O, CCc1nc2c(cnn2CC)c(NC2CCOCC2)c1CN(Cc1ccc(C)c(-c2cccc(C=O)c2)c1)C(=O)C1(C(N)=O)CC1, CC(=O)O, CC(C)(C)OC(=O)N1CC2CC1CN2, ClCCl, O=C(O)C(F)(F)F, [Na+]. Yields the product CCc1nc2c(cnn2CC)c(NC2CCOCC2)c1CN(Cc1ccc(C)c(-c2cccc(CN3CC4CC3CN4)c2)c1)C(=O)C1(C(N)=O)CC1. RXN SMILES: [C:61]([O:62][BH-:63]([O:64][C:65](=[O:66])[CH3:67])[O:68][C:69](=[O:70])[CH3:71])(=[O:72])[CH3:73].[CH2:1]([CH3:2])[n:3]1[n:4][cH:5][c:6]2[c:7]1[n:8][c:9]([CH2:45][CH3:46])[c:10]([CH2:19][N:20]([C:21](=[O:22])[C:23]1([C:26](=[O:27])[NH2:28])[CH2:24][CH2:25]1)[CH2:29][c:30]1[cH:31][c:32](-[c:37]3[cH:38][c:39]([CH:43]=[O:44])[cH:40][cH:41][cH:42]3)[c:33]([CH3:36])[cH:34][cH:35]1)[c:11]2[NH:12][CH:13]1[CH2:14][CH2:15][O:16][CH2:17][CH2:18]1.[CH3:75][C:76](=[O:77])[OH:78].[CH:47]12[N:48]([C:54]([O:55][C:56]([CH3:57])([CH3:58])[CH3:59])=[O:60])[CH2:49][CH:50]([NH:51][CH2:52]1)[CH2:53]2.[Cl:79][CH2:80][Cl:81].[F:82][C:83]([F:84])([F:85])[C:86]([OH:87])=[O:88].[Na+:74]>>[CH2:1]([CH3:2])[n:3]1[n:4][cH:5][c:6]2[c:7]1[n:8][c:9]([CH2:45][CH3:46])[c:10]([CH2:19][N:20]([C:21](=[O:22])[C:23]1([C:26](=[O:27])[NH2:28])[CH2:24][CH2:25]1)[CH2:29][c:30]1[cH:31][c:32](-[c:37]3[cH:38][c:39]([CH2:43][N:48]4[CH:47]5[CH2:52][NH:51][CH:50]([CH2:49]4)[CH2:53]5)[cH:40][cH:41][cH:42]3)[c:33]([CH3:36])[cH:34][cH:35]1)[c:11]2[NH:12][CH:13]1[CH2:14][CH2:15][O:16][CH2:17][CH2:18]1. Reactants: CC(C(=O)NC1=CC(=CC=C1)C1CCN(CC1)CCCCCC(C1=CC=CC=C1)=O)C (2-methyl-N-{3-[1-(6-oxo-6-phenylhexyl)-4-piperidinyl]phenyl}propanamide), Cl.FC(OC1=CC=C(C=C1)NN)(F)F (1-[4-(trifluoromethoxy)phenyl]hydrazine hydrochloride). Yields the product CC(C(=O)NC1=CC(=CC=C1)C1CCN(CC1)CCCCC1=C(NC2=CC=C(C=C12)OC(F)(F)F)C1=CC=CC=C1)C (2-METHYL-N-[3-(1-{4-[2-PHENYL-5-(TRIFLUOROMETHOXY)-1H-INDOL-3-YL]BUTYL}-4-PIPERIDINYL)PHENYL]PROPANAMIDE). As a reaction SMILES: [CH3:1][CH:2]([CH3:31])[C:3]([NH:5][C:6]1[CH:11]=[CH:10][CH:9]=[C:8]([CH:12]2[CH2:17][CH2:16][N:15]([CH2:18][CH2:19][CH2:20][CH2:21][CH2:22][C:23](=O)[C:24]3[CH:29]=[CH:28][CH:27]=[CH:26][CH:25]=3)[CH2:14][CH2:13]2)[CH:7]=1)=[O:4].Cl.[F:33][C:34]([F:45])([F:44])[O:35][C:36]1[CH:41]=[CH:40][C:39]([NH:42]N)=[CH:38][CH:37]=1>>[CH3:1][CH:2]([CH3:31])[C:3]([NH:5][C:6]1[CH:11]=[CH:10][CH:9]=[C:8]([CH:12]2[CH2:13][CH2:14][N:15]([CH2:18][CH2:19][CH2:20][CH2:21][C:22]3[C:40]4[C:39](=[CH:38][CH:37]=[C:36]([O:35][C:34]([F:45])([F:44])[F:33])[CH:41]=4)[NH:42][C:23]=3[C:24]3[CH:29]=[CH:28][CH:27]=[CH:26][CH:25]=3)[CH2:16][CH2:17]2)[CH:7]=1)=[O:4] |f:1.2|. Reported procedure: Prepared by Procedure E and Scheme M using 2-methyl-N-{3-[1-(6-oxo-6-phenylhexyl)-4-piperidinyl]phenyl}propanamide and 1-[4-(trifluoromethoxy)phenyl]hydrazine hydrochloride: ESMS m/e: 578.2 (M+H)+. Reactants: C1(=CC=CC=C1)C(CC=1NCCN1)C1=CC=CC=C1 (2-(2,2-diphenyl ethyl)-2-imidazoline), C=O (paraformaldehyde). Run in C1=CC=CC=C1 (benzene). Product: OCN1C(=NCC1)CC(C1=CC=CC=C1)C1=CC=CC=C1 (1-hydroxymethyl-2-(2,2-diphenyl ethyl)-2-imidazoline). Reaction SMILES: [C:1]1([CH:7]([C:14]2[CH:19]=[CH:18][CH:17]=[CH:16][CH:15]=2)[CH2:8][C:9]2[NH:10][CH2:11][CH2:12][N:13]=2)[CH:6]=[CH:5][CH:4]=[CH:3][CH:2]=1.[CH2:20]=[O:21]>C1C=CC=CC=1>[OH:21][CH2:20][N:13]1[CH2:12][CH2:11][N:10]=[C:9]1[CH2:8][CH:7]([C:1]1[CH:2]=[CH:3][CH:4]=[CH:5][CH:6]=1)[C:14]1[CH:15]=[CH:16][CH:17]=[CH:18][CH:19]=1. Procedure: A mixture of 0.75 g of 2-(2,2-diphenyl ethyl)-2-imidazoline, 0.3 g of paraformaldehyde and 5 ml of benzene was refluxed about 2 hours to give 1-hydroxymethyl-2-(2,2-diphenyl ethyl)-2-imidazoline having a melting point of 161° to 163° C. The product is Cc1cc2c(cc1C(F)(F)F)NC(=O)CC(c1cccc(-c3ccc(N(C)C)nc3)c1)=N2. Reaction SMILES: [C:1]([O:2][C:3](=[O:4])[NH:7][c:8]1[c:9]([NH:19][C:20]([CH2:21][C:22](=[O:5])[c:24]2[cH:25][c:26](-[c:30]3[cH:31][n:32][c:33]([N:36]([CH3:37])[CH3:38])[cH:34][cH:35]3)[cH:27][cH:28][cH:29]2)=[O:39])[cH:10][c:11]([C:15]([F:16])([F:17])[F:18])[c:12]([CH3:14])[cH:13]1)([CH3:6])([CH3:23])[CH3:40].[Cl:48][CH2:49][Cl:50].[F:41][C:42]([F:43])([F:44])[C:45]([OH:46])=[O:47]>>[N:7]1=[C:22]([c:24]2[cH:25][c:26](-[c:30]3[cH:31][n:32][c:33]([N:36]([CH3:37])[CH3:38])[cH:34][cH:35]3)[cH:27][cH:28][cH:29]2)[CH2:21][C:20](=[O:39])[NH:19][c:9]2[c:8]1[cH:13][c:12]([CH3:14])[c:11]([C:15]([F:16])([F:17])[F:18])[cH:10]2. The reactants are Cc1cc(NC(=O)OC(C)(C)C)c(NC(=O)CC(=O)c2cccc(-c3ccc(N(C)C)nc3)c2)cc1C(F)(F)F, ClCCl, O=C(O)C(F)(F)F.